Dataset: the Open Reaction Database (ORD), a public repository of structured organic reaction records. Task: describe an organic reaction: reactants, conditions, products, and yield Reactants: C(\C=C\C(=O)[O-])(=O)OCC (monoethyl fumarate), ClC1=CC=C2C(=NNC2=C1)N (6-chloro-1H-indazole-3-amine), Cl.CN(CCCN=C=NCC)C (1-(3-dimethylaminopropyl)-3-ethylcarbodiimide hydrochloride). Solvent: ClCCl (dichloromethane). Run at temperature 20 celsius, time 30 minute. The product is ClC1=CC=C2C(=NNC2=C1)NC(/C=C/C(=O)OCC)=O (Ethyl (2E) 4-[(6-chloro-1H-indazol-3-yl)amino]-4-oxo-2-butenoate). RXN SMILES: [C:1]([O:8][CH2:9][CH3:10])(=[O:7])/[CH:2]=[CH:3]/[C:4]([O-:6])=O.[Cl:11][C:12]1[CH:20]=[C:19]2[C:15]([C:16]([NH2:21])=[N:17][NH:18]2)=[CH:14][CH:13]=1.Cl.CN(C)CCCN=C=NCC>ClCCl>[Cl:11][C:12]1[CH:20]=[C:19]2[C:15]([C:16]([NH:21][C:4](=[O:6])/[CH:3]=[CH:2]/[C:1]([O:8][CH2:9][CH3:10])=[O:7])=[N:17][NH:18]2)=[CH:14][CH:13]=1 |f:2.3|. Procedure details: 865 mg of monoethyl fumarate are added to 1 g of 6-chloro-1H-indazole-3-amine in 50 cm3 of dichloromethane. 1.4 g of 1-(3-dimethylaminopropyl)-3-ethylcarbodiimide hydrochloride are then introduced and the mixture is stirred for 30 minutes at about 20° C. The resulting mixture is washed with 50 cm3 of distilled water and then with 50 cm3 of saturated aqueous sodium chloride solution. The organic phase is dried over magnesium sulphate, filtered and then evaporated under reduced pressure (2 kPa; 40... The reactants are C(C=CC1=CC=CC=C1)=CC(C)=O (cinnamalacetone), [N+](=O)([O-])C1=CC=C(C=O)C=C1 (p-nitrobenzaldehyde), [OH-].[Na+] (NaOH). The solvent is C(C)O (ethanol). Run at time 1 hour. Yields the product [N+](=O)([O-])C1=CC=C(C=C1)C=CC(C=CC=CC1=CC=CC=C1)=O (1-(4-nitrophenyl)-7-phenyl-1,4,6-heptatrien-3-one). Yield: 92.2%. Reaction SMILES: [OH-].[Na+].[CH:3](=[CH:12][C:13](=[O:15])[CH3:14])[CH:4]=[CH:5][C:6]1[CH:11]=[CH:10][CH:9]=[CH:8][CH:7]=1.[N+:16]([C:19]1[CH:26]=[CH:25][C:22]([CH:23]=O)=[CH:21][CH:20]=1)([O-:18])=[O:17]>C(O)C>[N+:16]([C:19]1[CH:26]=[CH:25][C:22]([CH:23]=[CH:14][C:13](=[O:15])[CH:12]=[CH:3][CH:4]=[CH:5][C:6]2[CH:11]=[CH:10][CH:9]=[CH:8][CH:7]=2)=[CH:21][CH:20]=1)([O-:18])=[O:17] |f:0.1|. Procedure details: 16.2 g of a 10% strength NaOH solution were added dropwise, while cooling slightly, to a mixture of 46.5 g of cinnamalacetone, 45.4 g of p-nitrobenzaldehyde and 160 ml of ethanol at 25° C. The reaction mixture became clear after a short time, and a yellow solid subsequently separated out. The mixture was stirred for one hour, after which the solid was filtered off under suction, washed with diethyl ether, and dried under reduced pressure to give 76 g (91% of theory) of 1-(4-nitrophenyl)-7-phenyl... Starting materials: BrC=1C(C(OC1C1=CC=C(C=C1)S(=O)(=O)C)(C)C)=O (4-bromo-2,2-dimethyl-5-{4-(methylsulfonyl)phenyl}-3(2H)-furanone), S1C2=C(C=C1B(O)O)C=CC=C2 ((2-benzo[b]thienyl)boronic acid). The product is S1C2=C(C=C1C=1C(C(OC1C1=CC=C(C=C1)S(=O)(=O)C)(C)C)=O)C=CC=C2 (4-(2-benzo[b]thienyl)-2,2-dimethyl-5-{4-(methylsulfonyl)phenyl}-3(2H)-furanone). The yield is 26.0%. Reaction SMILES: Br[C:2]1[C:3](=[O:19])[C:4]([CH3:18])([CH3:17])[O:5][C:6]=1[C:7]1[CH:12]=[CH:11][C:10]([S:13]([CH3:16])(=[O:15])=[O:14])=[CH:9][CH:8]=1.[S:20]1[C:24](B(O)O)=[CH:23][C:22]2[CH:28]=[CH:29][CH:30]=[CH:31][C:21]1=2>>[S:20]1[C:24]([C:2]2[C:3](=[O:19])[C:4]([CH3:18])([CH3:17])[O:5][C:6]=2[C:7]2[CH:12]=[CH:11][C:10]([S:13]([CH3:16])(=[O:15])=[O:14])=[CH:9][CH:8]=2)=[CH:23][C:22]2[CH:28]=[CH:29][CH:30]=[CH:31][C:21]1=2. Procedure details: 200 mg of 4-bromo-2,2-dimethyl-5-{4-(methylsulfonyl)phenyl}-3(2H)-furanone was coupled with 125 mg of (2-benzo[b]thienyl)boronic acid according to a procedure similar to the procedure in Example 2 to afford 60 mg of 4-(2-benzo[b]thienyl)-2,2-dimethyl-5-{4-(methylsulfonyl)phenyl}-3(2H)-furanone as a solid. mp: 204-206° C. NMR: δ1.61 (s, 6H), 3.11 (s, 3H), 7.32˜7.43 (m, 4H), 7.51˜7.53 (m, 1H), 7.74˜7.84 (m, 2H), 8.01 (s, 2H). IR (cm−1): 1702, 1620, 1382, 1147, 957, 750. Reactants: CCN=C=NCCCN(C)C, CN(C)C=O, CCN(C(C)C)C(C)C, Cl, I, Cc1onc2c1c(=O)n(C1CCCC(CN)C1)c1ccncc21, O=C(O)c1ccccc1, On1nnc2cccnc21. Yields the product Cc1onc2c1c(=O)n(C1CCCC(CNC(=O)c3ccccc3)C1)c1ccncc21. Reaction SMILES: [CH3:35][N:36]([CH3:37])[CH2:38][CH2:39][CH2:40][N:41]=[C:42]=[N:43][CH2:44][CH3:45].[CH3:65][N:66]([CH3:67])[CH:68]=[O:69].[CH:56]([N:57]([CH2:58][CH3:59])[CH:60]([CH3:61])[CH3:62])([CH3:63])[CH3:64].[ClH:34].[IH:1].[NH2:2][CH2:3][CH:4]1[CH2:5][CH:6]([n:10]2[c:11](=[O:24])[c:12]3[c:13]([c:14]4[cH:15][n:16][cH:17][cH:18][c:19]24)[n:20][o:21][c:22]3[CH3:23])[CH2:7][CH2:8][CH2:9]1.[OH:25][C:26](=[O:27])[c:28]1[cH:29][cH:30][cH:31][cH:32][cH:33]1.[OH:46][n:47]1[c:48]2[n:49][cH:50][cH:51][cH:52][c:53]2[n:54][n:55]1>>[NH:2]([CH2:3][CH:4]1[CH2:5][CH:6]([n:10]2[c:11](=[O:24])[c:12]3[c:13]([c:14]4[cH:15][n:16][cH:17][cH:18][c:19]24)[n:20][o:21][c:22]3[CH3:23])[CH2:7][CH2:8][CH2:9]1)[C:26](=[O:25])[c:28]1[cH:29][cH:30][cH:31][cH:32][cH:33]1.